This data is from the Open Reaction Database (ORD), a public repository of structured organic reaction records. The task is: describe an organic reaction: reactants, conditions, products, and yield The reactants are BrC=1C=C(C(=NC1)NC)N (5-bromo-N2-methylpyridine-2,3-diamine), CC(OCC)(OCC)OCC (MeC(OEt)3). Solvent: CC(=O)O (AcOH). Run at temperature 80 celsius. Product: BrC=1C=C2C(=NC1)N(C(=N2)C)C (6-bromo-2,3-dimethyl-3H-imidazo[4,5-b]pyridine). As a reaction SMILES: [Br:1][C:2]1[CH:3]=[C:4]([NH2:10])[C:5]([NH:8][CH3:9])=[N:6][CH:7]=1.CC(O[CH2:20][CH3:21])(OCC)OCC>CC(O)=O>[Br:1][C:2]1[CH:3]=[C:4]2[N:10]=[C:20]([CH3:21])[N:8]([CH3:9])[C:5]2=[N:6][CH:7]=1. Reported procedure: To a suspension of 5-bromo-N2-methylpyridine-2,3-diamine (510 mg, 2.51 mmol) in AcOH (20 mL) was added MeC(OEt)3 (1 mL) and the solution was warmed to 80° C. for 2 hours. The reaction mixture was allowed to cool to room temperature and was concentrated in vacuo. The crude residue was purified by silica gel column chromatography (0-25% THF/CH2Cl2 gradient) to afford the desired product. 1H NMR (400 MHz, CDCl3) δ 8.36 (d, J=1.8 Hz, 1H), 8.06 (d, J=1.9 Hz, 1H), 3.80 (s, 3H), 2.65 (s, 3H). Reactants: C(C1=CC=CC=C1)N1CCOC2=C(C1=O)C=CC(=C2)Br (4-benzyl-8-bromo-3,4-dihydro-1,4-benzoxazepine-5 (2H)-one), B.O1CCCC1 (borane tetrahydrofuran), CO (methanol), [OH-].[Na+] (sodium hydroxide). Run in O1CCCC1 (tetrahydrofuran). Reaction conditions: temperature 65 celsius, time 4 hour. Yields the product C(C1=CC=CC=C1)N1CCOC2=C(C1)C=CC(=C2)Br (4-benzyl-8-bromo-2,3,4,5-tetrahydro-1,4-benzoxazepine). The yield is 100.1%. RXN SMILES: [CH2:1]([N:8]1[C:14](=O)[C:13]2[CH:16]=[CH:17][C:18]([Br:20])=[CH:19][C:12]=2[O:11][CH2:10][CH2:9]1)[C:2]1[CH:7]=[CH:6][CH:5]=[CH:4][CH:3]=1.B.O1CCCC1.CO.[OH-].[Na+]>O1CCCC1>[CH2:1]([N:8]1[CH2:14][C:13]2[CH:16]=[CH:17][C:18]([Br:20])=[CH:19][C:12]=2[O:11][CH2:10][CH2:9]1)[C:2]1[CH:3]=[CH:4][CH:5]=[CH:6][CH:7]=1 |f:1.2,4.5|. Procedure details: To a solution of 4-benzyl-8-bromo-3,4-dihydro-1,4-benzoxazepine-5 (2H)-one (4.50 g, 13.5 mmol) in tetrahydrofuran (45 ml) was added 1M borane-tetrahydrofuran solution (54 ml, 54.0 mmol), and the mixture was stirred at 65° C. for 4 hr. Under ice-cooling, methanol (135 ml) and sodium hydroxide (11.7 g, 294 mmol) were added, and the mixture was stirred at room temperature for 1 hr. The solvent was evaporated under reduced pressure. The residue was poured into water and the mixture was extracted wit... The reactants are CSC=1C=2NC(=NC2N(C(N1)=O)CCCCC)C(F)(F)F (6-(methylthio)-3-pentyl-8-(trifluoromethyl)-3,7-dihydro-2H-purin-2-one), NN (hydrazine). Run in O (water). Conditions: temperature 100 celsius. Product: C(CCCC)N1C(N/C(/C=2NC(=NC12)C(F)(F)F)=N/N)=O ((6E)-3-Pentyl-8-(trifluoromethyl)-3,7-dihydro-1H-purine-2,6-dione-6-hydrazone). Reaction SMILES: CS[C:3]1[C:4]2[NH:5][C:6]([C:18]([F:21])([F:20])[F:19])=[N:7][C:8]=2[N:9]([CH2:13][CH2:14][CH2:15][CH2:16][CH3:17])[C:10](=[O:12])[N:11]=1.[NH2:22][NH2:23]>O>[CH2:13]([N:9]1[C:8]2[N:7]=[C:6]([C:18]([F:21])([F:20])[F:19])[NH:5][C:4]=2/[C:3](=[N:22]\[NH2:23])/[NH:11][C:10]1=[O:12])[CH2:14][CH2:15][CH2:16][CH3:17]. Reported procedure: A mixture of 6-(methylthio)-3-pentyl-8-(trifluoromethyl)-3,7-dihydro-2H-purin-2-one (0.15 g, 0.23 mmol) and hydrazine (0.80 mL, 25 mmol) in water (0.80 mL) was heated at 100° C. for 1 h. The solution was concentrated under reduced pressure and azeotropically treated with toluene twice. The resulting residue was used for next step without purification. LCMS calculated for C11H16F3N6O (M+H): 305.1. found: 305.1. Reactants: C(C)(C)(C)CC(C(=O)[O-])(C)OC1=C(C=C(C=C1C)CCC(C=1SC(=CC1)C1=CC=C(C=C1)C(F)(F)F)=O)C (tert-butyl-(2,6-dimethyl-4-(3-oxo-3-(5-(4-(trifluoromethyl)phenyl)thien-2-yl)propyl)phenoxy)-2-methylpropanoate), FC(C(=O)O)(F)F (trifluoroacetic acid). Yields the product CC1=C(OC(C(=O)O)(C)C)C(=CC(=C1)CCC(C=1SC(=CC1)C1=CC=C(C=C1)C(F)(F)F)=O)C (2-(2,6-Dimethyl-4-(3-oxo-3-(5-(4-(trifluoromethyl)phenyl)thien-2-yl)propyl)-phenoxy)-2-methylpropanoic acid). Reaction SMILES: C([CH2:5][C:6]([O:11][C:12]1[C:17]([CH3:18])=[CH:16][C:15]([CH2:19][CH2:20][C:21](=[O:37])[C:22]2[S:23][C:24]([C:27]3[CH:32]=[CH:31][C:30]([C:33]([F:36])([F:35])[F:34])=[CH:29][CH:28]=3)=[CH:25][CH:26]=2)=[CH:14][C:13]=1[CH3:38])([CH3:10])[C:7]([O-:9])=[O:8])(C)(C)C.FC(F)(F)C(O)=O>>[CH3:38][C:13]1[CH:14]=[C:15]([CH2:19][CH2:20][C:21](=[O:37])[C:22]2[S:23][C:24]([C:27]3[CH:28]=[CH:29][C:30]([C:33]([F:36])([F:35])[F:34])=[CH:31][CH:32]=3)=[CH:25][CH:26]=2)[CH:16]=[C:17]([CH3:18])[C:12]=1[O:11][C:6]([CH3:10])([CH3:5])[C:7]([OH:9])=[O:8]. Procedure details: 2-(2,6-Dimethyl-4-(3-oxo-3-(5-(4-(trifluoromethyl)phenyl)thien-2-yl)propyl)-phenoxy)-2-methylpropanoic acid is prepared from tert-butyl-(2,6-dimethyl-4-(3-oxo-3-(5-(4-(trifluoromethyl)phenyl)thien-2-yl)propyl)phenoxy)-2-methylpropanoate according to general procedure E using 10 equivalents of trifluoroacetic acid. The reactants are Cl (HCl), C1=C(C=CC2=CC=CC=C12)C12CCC(C2C1)=O (5-(naphthalen-2-yl)bicyclo[3.1.0]hexan-2-one), CNC (dimethylamine), C(#N)[BH3-].[Na+] (sodium cyanoborohydride), CO (methanol). Reaction conditions: time 8 hour. Yields the product Cl.CN(C1C2CC2(CC1)C1=CC2=CC=CC=C2C=C1)C (N,N-dimethyl-5-(naphthalen-2-yl)bicyclo[3.1.0]hexan-2-amine hydrochloride), Cl.C(C)OCC (HCl diethyl ether). As a reaction SMILES: [CH:1]1[C:10]2[C:5](=[CH:6][CH:7]=[CH:8][CH:9]=2)[CH:4]=[CH:3][C:2]=1[C:11]12[CH2:16][CH:15]1[C:14](=O)[CH2:13][CH2:12]2.[CH3:18][NH:19][CH3:20].[C:21]([BH3-])#N.[Na+].[ClH:25].[CH3:26][OH:27]>>[ClH:25].[CH3:18][N:19]([CH3:20])[CH:14]1[CH2:13][CH2:12][C:11]2([C:2]3[CH:3]=[CH:4][C:5]4[C:10](=[CH:9][CH:8]=[CH:7][CH:6]=4)[CH:1]=3)[CH:15]1[CH2:16]2.[ClH:25].[CH2:26]([O:27][CH2:1][CH3:2])[CH3:21] |f:2.3,6.7,8.9|. Procedure details: To a solution of 5-(naphthalen-2-yl)bicyclo[3.1.0]hexan-2-one (0.72 g, 3.24 mmol) in methanol (50 mL) was added dimethylamine (2M in tetrahydrofuran; 6.48 mL, 12.96 mmol, 4 eq.) and sodium cyanoborohydride (0.26 g, 4.21 mmol, 1.3 eq). The mixture was stirred at room temperature overnight. The reaction mixture was cooled to 10° C., and acidified with 1N HCl (25 mL). The reaction mixture was concentrated at 30° C. and the resulting aqueous layer diluted with water (25 mL). The aqueous layer was th...